Dataset: the Open Reaction Database (ORD), a public repository of structured organic reaction records. Task: describe an organic reaction: reactants, conditions, products, and yield Reactants: FC=1C=C(C=CC1)NC(C)=O (N-(3-fluorophenyl)acetamide), ClS(=O)(=O)O (chlorosulfonic acid). Product: C(C)(=O)NC1=CC(=C(C=C1)S(=O)(=O)Cl)F (4-acetylamino-2-fluorobenzenesulfonyl chloride). The yield is 47.0%. Reaction SMILES: [F:1][C:2]1[CH:3]=[C:4]([NH:8][C:9](=[O:11])[CH3:10])[CH:5]=[CH:6][CH:7]=1.[Cl:12][S:13](O)(=[O:15])=[O:14]>>[C:9]([NH:8][C:4]1[CH:5]=[CH:6][C:7]([S:13]([Cl:12])(=[O:15])=[O:14])=[C:2]([F:1])[CH:3]=1)(=[O:11])[CH3:10]. Reported procedure: A solution of N-(3-fluorophenyl)acetamide (20.0, 0.13 mol) in chlorosulfonic acid (150 mL) was heated to 75° C. for 1 hr. The solution was allowed to cool to room temperature and was poured over ice. The resulting slurry was extracted with dichloromethane. The combined organic extracts were dried over magnesium sulfate, filtered and evaporated to yield 15.5 g (47%) of 4-acetylamino-2-fluorobenzenesulfonyl chloride as a paste. The crude material was used in the subsequent step without further pur... Reactants: NC=1C=CC(=NC1)CC(=O)OC (methyl 2-(5-aminopyridin-2-yl)acetate), C=O (paraformaldehyde), [BH3-]C#N.[Na+] (NaBH3CN). Reagents/catalysts: CC(=O)O (AcOH). Run in CO (methanol). Reaction conditions: time 12 hour. Yields the product CN(C=1C=CC(=NC1)CC(=O)OC)C (methyl 2-(5-(dimethylamino)pyridin-2-yl)acetate). RXN SMILES: N[C:2]1[CH:3]=[CH:4][C:5]([CH2:8][C:9]([O:11][CH3:12])=[O:10])=[N:6][CH:7]=1.[CH2:13]=O.[BH3-][C:16]#[N:17].[Na+]>CO.CC(O)=O>[CH3:13][N:17]([CH3:16])[C:2]1[CH:3]=[CH:4][C:5]([CH2:8][C:9]([O:11][CH3:12])=[O:10])=[N:6][CH:7]=1 |f:2.3|. Procedure: To the solution of methyl 2-(5-aminopyridin-2-yl)acetate (800 mg, 4.8 mmol) and paraformaldehyde (578.3 mg, 19.3 mmol) in methanol (20 mL) was added NaBH3CN (1.2 g, 19.26 mmol) and AcOH (1 drop, cat.). The mixture was stirred at room temperature for 12 h. Then, the reaction was quenched with aqueous ammonium chloride and extracted with DCM. The organic layer was with brine, dried over sodium sulfate and evaporated under reduced pressure. The residue was purified by a standard method to get desir... Reactants: O=C1NCCCN2C1=CC=1C=CC(=CC21)C(=O)O (1-oxo-2,3,4,5-tetrahydro-1H-[1,4]diazepino[1,2-a]indole-8-carboxylic acid), O=C1NCCCN2C1=CC=1C=CC(=CC21)C(=O)O (1-oxo-2,3,4,5-tetrahydro-1H-[1,4]diazepino[1,2-a]indole-8-carboxylic acid), ClC(=C(C)C)N(C)C (1-chloro-N,N,2-trimethylpropenylamine), NC1=C(C(=O)N)C=CC=C1 (2-Aminobenzamide), N1=CC=CC=C1 (pyridine). Solvent: O (Water), C(Cl)Cl (CH2Cl2). Reaction conditions: time 5 hour. The product is C(N)(=O)C1=C(C=CC=C1)NC(=O)C=1C=CC=2C=C3N(C2C1)CCCNC3=O (N-(2-carbamoylphenyl)-1-oxo-2,3,4,5-tetrahydro-1H-[1,4]diazepino[1,2-a]indole-8-carboxamide). Yield: 26.9%. As a reaction SMILES: [O:1]=[C:2]1[C:8]2=[CH:9][C:10]3[CH:11]=[CH:12][C:13]([C:16]([OH:18])=O)=[CH:14][C:15]=3[N:7]2[CH2:6][CH2:5][CH2:4][NH:3]1.ClC(N(C)C)=C(C)C.[NH2:27][C:28]1[CH:36]=[CH:35][CH:34]=[CH:33][C:29]=1[C:30]([NH2:32])=[O:31].N1C=CC=CC=1>C(Cl)Cl.O>[C:30]([C:29]1[CH:33]=[CH:34][CH:35]=[CH:36][C:28]=1[NH:27][C:16]([C:13]1[CH:12]=[CH:11][C:10]2[CH:9]=[C:8]3[C:2](=[O:1])[NH:3][CH2:4][CH2:5][CH2:6][N:7]3[C:15]=2[CH:14]=1)=[O:18])(=[O:31])[NH2:32]. Procedure: To a suspension of 1-oxo-2,3,4,5-tetrahydro-1H-[1,4]diazepino[1,2-a]indole-8-carboxylic acid (Intermediate J, 100 mg, 0.41 mmol) in CH2Cl2 (1.5 mL) is added 1-chloro-N,N,2-trimethylpropenylamine (0.20 mL, 1.43 mmol). The reaction mixture is stirred for 5 h. 2-Aminobenzamide (200 mg, 1.47 mmol) and pyridine (0.12 mL, 1.48 mmol) are added and the reaction mixture is stirred for another 16 h at room temperature. Water (55 mL) is added and the resulting white solid is collected by filtration and pur... The reactants are FC=1C=C2C(C(=CN(C2=C(C1F)F)C1=CC=C(C=C1)Cl)C(=O)O)=O (6,7,8-Trifluoro-1,4dihydro-4-oxo-1-(4-chlorophenyl)-quinoline-3-carboxylic acid), CN1CCNCC1 (N-methylpiperazine). The product is Cl.N1=CC(=CC2=CC=CC=C12)C(=O)O (quinoline-3-carboxylic acid hydrochloride). Isolated yield 78.0%. As a reaction SMILES: F[C:2]1[CH:3]=[C:4]2[C:9](=[C:10](F)[C:11]=1F)[N:8](C1C=CC([Cl:20])=CC=1)[CH:7]=[C:6]([C:21]([OH:23])=[O:22])[C:5]2=O.CN1CCNCC1>>[ClH:20].[N:8]1[C:9]2[C:4](=[CH:3][CH:2]=[CH:11][CH:10]=2)[CH:5]=[C:6]([C:21]([OH:23])=[O:22])[CH:7]=1 |f:2.3|. Procedure: The synthesis is carried out analogously to Example 1. 6,7,8-Trifluoro-1,4dihydro-4-oxo-1-(4-chlorophenyl)-quinoline-3-carboxylic acid and N-methylpiperazine are used as starting substances. The corresponding quinoline-3-carboxylic acid hydrochloride (I) (R=4-Cl-C6H4 -, X1 =X2 =F, A=4-ethyl-1-piperazinyl) of melting point >300° C. is obtained in 78% yield. Melting point of the betaine: 274°-278° C. The product is CCc1cc(-c2nnc(-c3cc(C)c(CN(C)C)s3)o2)cc(C)c1OCC(O)CNC(=O)CO. Reaction SMILES: [CH2:1]([CH3:2])[c:3]1[c:4]([O:5][CH2:6][CH:7]([CH2:8][NH:9][C:10]([CH2:11][OH:12])=[O:13])[OH:14])[c:15]([CH3:32])[cH:16][c:17](-[c:19]2[o:20][c:21](-[c:24]3[s:25][c:26]([CH:30]=[O:31])[c:27]([CH3:29])[cH:28]3)[n:22][n:23]2)[cH:18]1.[CH3:33][NH:34][CH3:35]>>[CH2:1]([CH3:2])[c:3]1[c:4]([O:5][CH2:6][CH:7]([CH2:8][NH:9][C:10]([CH2:11][OH:12])=[O:13])[OH:14])[c:15]([CH3:32])[cH:16][c:17](-[c:19]2[o:20][c:21](-[c:24]3[s:25][c:26]([CH2:30][N:34]([CH3:33])[CH3:35])[c:27]([CH3:29])[cH:28]3)[n:22][n:23]2)[cH:18]1. The reactants are CCc1cc(-c2nnc(-c3cc(C)c(C=O)s3)o2)cc(C)c1OCC(O)CNC(=O)CO, CNC. Starting materials: Cl, CC(C)(C)OC(=O)N1CC(Sc2ccc(C(=O)N3CCCC3)cc2)C1, C1COCCO1. Product: O=C(c1ccc(SC2CNC2)cc1)N1CCCC1. Reaction SMILES: [ClH:26].[N:1]1([C:6](=[O:7])[c:8]2[cH:9][cH:10][c:11]([S:14][CH:15]3[CH2:16][N:17]([C:19]([O:20][C:21]([CH3:22])([CH3:23])[CH3:24])=[O:25])[CH2:18]3)[cH:12][cH:13]2)[CH2:2][CH2:3][CH2:4][CH2:5]1.[O:27]1[CH2:28][CH2:29][O:30][CH2:31][CH2:32]1>>[N:1]1([C:6](=[O:7])[c:8]2[cH:9][cH:10][c:11]([S:14][CH:15]3[CH2:16][NH:17][CH2:18]3)[cH:12][cH:13]2)[CH2:2][CH2:3][CH2:4][CH2:5]1.